From a dataset of the Open Reaction Database (ORD), a public repository of structured organic reaction records. describe an organic reaction: reactants, conditions, products, and yield Starting materials: ClC1=CC=C(C=N1)S(=O)(=O)N1CC(N(CC1)C(=O)OC(C)(C)C)=O (tert-butyl 4-((6-chloro-3-pyridinyl)sulfonyl)-2-oxo-1-piperazinecarboxylate), C(#CC)[Mg]Br (prop-1-yn-1-ylmagnesium bromide), C(#CC)[Mg]Br (prop-1-yn-1-ylmagnesium bromide). Solvent: C1CCOC1 (THF). Run at time 1.5 hour. Product: ClC1=CC=C(C=N1)S(=O)(=O)N(CCNC(OC(C)(C)C)=O)CC(C#CC)=O (tert-butyl (2-(((6-chloro-3-pyridinyl)sulfonyl)(2-oxo-3-pentyn-1-yl)amino)ethyl)carbamate). Isolated yield 81.7%. Reaction SMILES: [Cl:1][C:2]1[N:7]=[CH:6][C:5]([S:8]([N:11]2[CH2:16][CH2:15][N:14]([C:17]([O:19][C:20]([CH3:23])([CH3:22])[CH3:21])=[O:18])[C:13](=[O:24])[CH2:12]2)(=[O:10])=[O:9])=[CH:4][CH:3]=1.[C:25]([Mg]Br)#[C:26][CH3:27]>C1COCC1>[Cl:1][C:2]1[N:7]=[CH:6][C:5]([S:8]([N:11]([CH2:12][C:13](=[O:24])[C:25]#[C:26][CH3:27])[CH2:16][CH2:15][NH:14][C:17](=[O:18])[O:19][C:20]([CH3:21])([CH3:22])[CH3:23])(=[O:9])=[O:10])=[CH:4][CH:3]=1. Reported procedure: To a slurry of tert-butyl 4-((6-chloro-3-pyridinyl)sulfonyl)-2-oxo-1-piperazinecarboxylate (1.16 g, 3.09 mmol) in THF (5.0 mL) at 0° C. was added a solution of prop-1-yn-1-ylmagnesium bromide (0.5 M in THF, 13 mL, 6.50 mmol, Sigma-Aldrich, St. Louis, Mo.). After 1.5 h at 0° C., additional prop-1-yn-1-ylmagnesium bromide (4 mL, 2.0 mmol) was added. After an additional 2.5 h at 0° C., the mixture was quenched with saturated aqueous NH4Cl (25 mL). EtOAc (40 mL) was added, the layers were separated,...